The task is: describe an organic reaction: reactants, conditions, products, and yield. This data is from the Open Reaction Database (ORD), a public repository of structured organic reaction records. Starting materials: CCCO, Cl, NC(C=CCP(=O)(O)O)C(=O)O. Product: CCCOC(=O)C(N)C=CCP(=O)(O)O. Reaction SMILES: [CH2:14]([CH2:15][CH3:16])[OH:17].[ClH:13].[NH2:1][CH:2]([C:3](=[O:4])[OH:5])[CH:6]=[CH:7][CH2:8][P:9](=[O:10])([OH:11])[OH:12]>>[NH2:1][CH:2]([C:3]([O:4][CH2:14][CH2:15][CH3:16])=[O:5])[CH:6]=[CH:7][CH2:8][P:9](=[O:10])([OH:11])[OH:12]. Starting materials: C1(=CC=C(C=C1)S(=O)(=O)Cl)C (Para toluene sulphonyl chloride), C(C)(C)(C)OC(=O)N1CCN(CC1)C=1C(=NNC1)C1=C(C=C(C(=C1)Cl)OCC1=CC=CC=C1)OCC1=CC=CC=C1 (4-[3-(2,4-Bis-benzyloxy-5-chloro-phenyl)-1H-pyrazol-4-yl]-piperazine-1-carboxylic acid tert-butyl ester), N1=CC=CC=C1 (pyridine). The solvent is ClCCl (dichloromethane). Reaction conditions: time 18 hour. The product is C(C)(C)(C)OC(=O)N1CCN(CC1)C=1C(=NN(C1)S(=O)(=O)C1=CC=C(C=C1)C)C1=C(C=C(C(=C1)Cl)OCC1=CC=CC=C1)OCC1=CC=CC=C1 (4-[3-(2,4-Bis-benzyloxy-5-chloro-phenyl)-1-(toluene-4-sulfonyl)-1H-pyrazol-4-yl]-piperazine-1-carboxylic acid tert-butyl ester). Isolated yield 74.7%. Reaction SMILES: [C:1]1([CH3:11])[CH:6]=[CH:5][C:4]([S:7](Cl)(=[O:9])=[O:8])=[CH:3][CH:2]=1.[C:12]([O:16][C:17]([N:19]1[CH2:24][CH2:23][N:22]([C:25]2[C:26]([C:30]3[CH:35]=[C:34]([Cl:36])[C:33]([O:37][CH2:38][C:39]4[CH:44]=[CH:43][CH:42]=[CH:41][CH:40]=4)=[CH:32][C:31]=3[O:45][CH2:46][C:47]3[CH:52]=[CH:51][CH:50]=[CH:49][CH:48]=3)=[N:27][NH:28][CH:29]=2)[CH2:21][CH2:20]1)=[O:18])([CH3:15])([CH3:14])[CH3:13].N1C=CC=CC=1>ClCCl>[C:12]([O:16][C:17]([N:19]1[CH2:24][CH2:23][N:22]([C:25]2[C:26]([C:30]3[CH:35]=[C:34]([Cl:36])[C:33]([O:37][CH2:38][C:39]4[CH:40]=[CH:41][CH:42]=[CH:43][CH:44]=4)=[CH:32][C:31]=3[O:45][CH2:46][C:47]3[CH:52]=[CH:51][CH:50]=[CH:49][CH:48]=3)=[N:27][N:28]([S:7]([C:4]3[CH:5]=[CH:6][C:1]([CH3:11])=[CH:2][CH:3]=3)(=[O:9])=[O:8])[CH:29]=2)[CH2:21][CH2:20]1)=[O:18])([CH3:15])([CH3:13])[CH3:14]. Procedure details: Para toluene sulphonyl chloride (180 mg, )0.95 mmol) was added to a stirred solution of 4-[3-(2,4-Bis-benzyloxy-5-chloro-phenyl)-1H-pyrazol-4-yl]-piperazine-1-carboxylic acid tert-butyl ester (500 mg, 0.9 mmol) in dichloromethane (10 ml) and pyridine (0.9 mmol). Stirring was continued for 18 h, then the solution was partitioned between water (20 ml) and ethyl acetate (2×20 ml). The combined organic phases were dried over magnesium sulphate, and concentrated in vacuo to leave a yellow oil. Purfic... Reactants: CC1(C(=N[C@]2([C@H](S1(=O)=O)C[C@@H](OC1=C2C=C(C=C1)NC(=O)C1=NC=C(C=C1)OCC=1OC=CN1)C)C)N(C(OC(C)(C)C)=O)C(=O)OC(C)(C)C)C (tert-butyl N-[(4aR,6S,11bR)-3,3,6,11b-tetramethyl-10-[[5-(oxazol-2-ylmethoxy)pyridine-2-carbonyl]amino]-4,4-dioxo-5,6-dihydro-4aH-[1]benzoxepino[4,5-b][1,4]thiazin-2-yl]-N-tert-butoxycarbonyl-carbamate), C(=O)(C(F)(F)F)O (TFA). The solvent is C(Cl)Cl (DCM), C([O-])(O)=O.[Na+] (sodium bicarbonate), C(Cl)Cl (DCM). Run at time 2 hour. Yields the product NC1=N[C@]2([C@H](S(C1(C)C)(=O)=O)C[C@@H](OC1=C2C=C(C=C1)NC(C1=NC=C(C=C1)OCC=1OC=CN1)=O)C)C (N-((4aR,6S,11bR)-2-amino-3,3,6,11b-tetramethyl-4,4-dioxido-4a,5,6,11b-tetrahydro-3H-benzo[6,7]oxepino[4,5-b][1,4]thiazin-10-yl)-5-(oxazol-2-ylmethoxy)picolinamide). Isolated yield 84.6%. As a reaction SMILES: [CH3:1][C:2]1([CH3:52])[S:7](=[O:9])(=[O:8])[C@@H:6]2[CH2:10][C@H:11]([CH3:35])[O:12][C:13]3[CH:18]=[CH:17][C:16]([NH:19][C:20]([C:22]4[CH:27]=[CH:26][C:25]([O:28][CH2:29][C:30]5[O:31][CH:32]=[CH:33][N:34]=5)=[CH:24][N:23]=4)=[O:21])=[CH:15][C:14]=3[C@@:5]2([CH3:36])[N:4]=[C:3]1[N:37](C(OC(C)(C)C)=O)C(=O)OC(C)(C)C.C(O)(C(F)(F)F)=O>C(Cl)Cl.C(=O)(O)[O-].[Na+]>[NH2:37][C:3]1[C:2]([CH3:1])([CH3:52])[S:7](=[O:9])(=[O:8])[C@@H:6]2[CH2:10][C@H:11]([CH3:35])[O:12][C:13]3[CH:18]=[CH:17][C:16]([NH:19][C:20](=[O:21])[C:22]4[CH:27]=[CH:26][C:25]([O:28][CH2:29][C:30]5[O:31][CH:32]=[CH:33][N:34]=5)=[CH:24][N:23]=4)=[CH:15][C:14]=3[C@@:5]2([CH3:36])[N:4]=1 |f:3.4|. Procedure details: To a solution tert-butyl N-[(4aR,6S,11bR)-3,3,6,11b-tetramethyl-10-[[5-(oxazol-2-ylmethoxy)pyridine-2-carbonyl]amino]-4,4-dioxo-5,6-dihydro-4aH-[1]benzoxepino[4,5-b][1,4]thiazin-2-yl]-N-tert-butoxycarbonyl-carbamate (19 mg, 0.026 mmol) in DCM (2 mL) was added TFA (0.049 mL, 0.642 mmol). The reaction was stirred at ambient temperature for 2 h. The reaction mixture was diluted with DCM and neutralized with saturated aqueous sodium bicarbonate. The crude product was purified by column chromatograph... Reactants: [Mg] (magnesium), BrC1=CC=C(C=C1)Cl (1-bromo-4-chlorobenzene), Grignard reagent, COC=C=C (1-methoxy-1,2-propanediene). Reagents/catalysts: [Cu]Br (copper (I) bromide). Solvent: CCOCC (ether), CCOCC (ether), CCOCC (ether). Product: ClC1=CC=C(C=C1)CC#C (1-Chloro-4-(2-propynyl)benzene). As a reaction SMILES: [Mg].Br[C:3]1[CH:8]=[CH:7][C:6]([Cl:9])=[CH:5][CH:4]=1.CO[CH:12]=[C:13]=[CH2:14]>CCOCC.[Cu]Br>[Cl:9][C:6]1[CH:7]=[CH:8][C:3]([CH2:14][C:13]#[CH:12])=[CH:4][CH:5]=1. Procedure: Place 59 g (2.43 mole) of magnesium turnings into a four-neck flask equipped with mechanical stirrer under N2 atmosphere. Add 500 ml of anhydrous ether and then add a solution of 465 g (2.43 mole) of 1-bromo-4-chlorobenzene in 1000 ml of anhydrous ether dropwise while stirring. Stir one hour after the completion of addition. Transfer and add this Grignard reagent to a solution of 170 g (2.43 mole) of 1-methoxy-1,2-propanediene and 69 g of copper (I) bromide in 300 ml of anhydrous ether with cool... Starting materials: Cl (HCl), C(C1=CC=CC=C1)O (Benzyl alcohol), [H-].[Na+] (sodium hydride), FC1=C(C(=O)N)C(=CC=C1)F (2,6-Difluorobenzamide). Solvent: CN(C)C=O (DMF). Run at time 1 hour. Yields the product C(C1=CC=CC=C1)OC1=C(C(=O)N)C(=CC=C1)F (2-(benzyloxy)-6-fluorobenzamide). As a reaction SMILES: [CH2:1]([OH:8])[C:2]1[CH:7]=[CH:6][CH:5]=[CH:4][CH:3]=1.[H-].[Na+].[F:11][C:12]1[CH:20]=[CH:19][CH:18]=[C:17](F)[C:13]=1[C:14]([NH2:16])=[O:15].Cl>CN(C=O)C>[CH2:1]([O:8][C:17]1[CH:18]=[CH:19][CH:20]=[C:12]([F:11])[C:13]=1[C:14]([NH2:16])=[O:15])[C:2]1[CH:7]=[CH:6][CH:5]=[CH:4][CH:3]=1 |f:1.2|. Procedure: Benzyl alcohol (24 ml, 0.229 mol) is added portionwise to a suspension of sodium hydride (9.16 g, 0.229 mol) in DMF (300 ml) and stirred at room temperature for 1 h. 2,6-Difluorobenzamide (30 g, 0.190 mol) is added in one portion and stirring is continued overnight at room temperature. The reaction mixture is poured into 1N HCl (1.5 l) and extracted with dichloromethane. The extract is washed with water and saline, dried (MgSO4), and evaporated to give product as a white solid suitable for use i... Starting materials: C1CCOC1, CNS(=O)(=O)c1ccccc1, CCOCC, CC(C)OC(=O)N=NC(=O)OC(C)C, O, C=CCC(O)c1ccccc1, c1ccc(P(c2ccccc2)c2ccccc2)cc1. Yields the product C=CCC(c1ccccc1)N(C)S(=O)(=O)c1ccccc1. Reaction SMILES: [CH2:56]1[O:57][CH2:58][CH2:59][CH2:60]1.[CH3:45][NH:46][S:47](=[O:48])(=[O:49])[c:50]1[cH:51][cH:52][cH:53][cH:54][cH:55]1.[CH3:61][CH2:62][O:63][CH2:64][CH3:65].[O:1]=[C:2]([O:3][CH:4]([CH3:5])[CH3:6])[N:7]=[N:8][C:9]([O:10][CH:11]([CH3:12])[CH3:13])=[O:14].[OH2:66].[c:15]1([CH:21]([CH2:22][CH:23]=[CH2:24])[OH:25])[cH:16][cH:17][cH:18][cH:19][cH:20]1.[c:26]1([P:27]([c:28]2[cH:29][cH:30][cH:31][cH:32][cH:33]2)[c:34]2[cH:35][cH:36][cH:37][cH:38][cH:39]2)[cH:40][cH:41][cH:42][cH:43][cH:44]1>>[c:15]1([CH:21]([CH2:22][CH:23]=[CH2:24])[N:46]([CH3:45])[S:47](=[O:48])(=[O:49])[c:50]2[cH:51][cH:52][cH:53][cH:54][cH:55]2)[cH:16][cH:17][cH:18][cH:19][cH:20]1. Starting materials: B(Br)(Br)Br (BBr3), COC=1C=C2CCCC(C2=CC1C)=O (6-methoxy-7-methyl-1,2,3,4-tetrahydro-1-naphthalenone), ice water. The solvent is C(Cl)Cl (CH2Cl2). Conditions: temperature 0 celsius, time 0.5 hour. Product: OC=1C=C2CCCC(C2=CC1C)=O (6-Hydroxy-7-methyl-1,2,3,4-tetrahydro-1-naphthalenone). Yield: 80.3%. Reaction SMILES: C[O:2][C:3]1[CH:4]=[C:5]2[C:10](=[CH:11][C:12]=1[CH3:13])[C:9](=[O:14])[CH2:8][CH2:7][CH2:6]2.B(Br)(Br)Br>C(Cl)Cl>[OH:2][C:3]1[CH:4]=[C:5]2[C:10](=[CH:11][C:12]=1[CH3:13])[C:9](=[O:14])[CH2:8][CH2:7][CH2:6]2. Procedure details: A solution of 2.79 g (14.7 mmol) of 6-methoxy-7-methyl-1,2,3,4-tetrahydro-1-naphthalenone in 150 mL of CH2Cl2 was cooled in ice and treated with 20 mL (0.22 mol) of BBr3. After stirring at 0° C. for 0.5 hour, the solution was stirred at room temperature overnight. The solution was poured into ice water and extracted with Et2O. The Et2O was extracted twice with 5% NaOH and the NaOH washed with Et2O. The NaOH solution was acidified to the Congo Red end point with dilute HCl, then extracted with Et...